This data is from the Open Reaction Database (ORD), a public repository of structured organic reaction records. The task is: describe an organic reaction: reactants, conditions, products, and yield The reactants are [Cl-].[Al+3].[Cl-].[Cl-] (aluminum chloride), C1(=CC=CC=C1)CC1=CC=C(C=C1)CC1=CC=CC=C1 (1,4-bis(phenylmethyl)benzene), [N+](=O)([O-])C1=CC=C(C(=O)Cl)C=C1 (paranitrobenzoyl chloride). Solvent: [N+](=O)([O-])C1=CC=CC=C1 (nitrobenzene), [N+](=O)([O-])C1=CC=CC=C1 (nitrobenzene). Conditions: time 40 hour. Product: [N+](=O)([O-])C1=CC=C(C(=O)C2=CC=C(C=C2)CC2=CC=C(C=C2)CC2=CC=C(C=C2)C(C2=CC=C(C=C2)[N+](=O)[O-])=O)C=C1 (1,4-bis(4-(4-nitrobenzoyl)phenylmethyl)benzene). Yield: 36.0%. Reaction SMILES: [Cl-].[Al+3].[Cl-].[Cl-].[N+:5]([C:8]1[CH:16]=[CH:15][C:11]([C:12](Cl)=[O:13])=[CH:10][CH:9]=1)([O-:7])=[O:6].[C:17]1([CH2:23][C:24]2[CH:29]=[CH:28][C:27]([CH2:30][C:31]3[CH:36]=[CH:35][CH:34]=[CH:33][CH:32]=3)=[CH:26][CH:25]=2)[CH:22]=[CH:21][CH:20]=[CH:19][CH:18]=1>[N+](C1C=CC=CC=1)([O-])=O>[N+:5]([C:8]1[CH:16]=[CH:15][C:11]([C:12]([C:20]2[CH:19]=[CH:18][C:17]([CH2:23][C:24]3[CH:29]=[CH:28][C:27]([CH2:30][C:31]4[CH:32]=[CH:33][C:34]([C:12](=[O:13])[C:11]5[CH:10]=[CH:9][C:8]([N+:5]([O-:7])=[O:6])=[CH:16][CH:15]=5)=[CH:35][CH:36]=4)=[CH:26][CH:25]=3)=[CH:22][CH:21]=2)=[O:13])=[CH:10][CH:9]=1)([O-:7])=[O:6] |f:0.1.2.3|. Procedure details: In a 2-liter four-necked flask equipped with a stirring device, a thermometer, a condenser and a nitrogen substituting device, 177.4 g of aluminum chloride and 300 milliliters of nitrobenzene were mixed and then 99.54 g of paranitrobenzoyl chloride was introduced with ice cooling to be dissolved. Then, a solution of 46.10 g of 1,4-bis(phenylmethyl)benzene in 100 milliliters of nitrobenzene was added dropwise for 30 minutes. 30 minutes after the end of the dropwise adding, an ice bath was removed...